Dataset: the Open Reaction Database (ORD), a public repository of structured organic reaction records. Task: describe an organic reaction: reactants, conditions, products, and yield Reactants: CC(C)(C)n1ncc(C(=O)O)c1CBr, CCO, CC(C)[N+](=O)[O-], [Na]. The product is CC(C)(C)n1ncc(C(=O)O)c1C=O. Reaction SMILES: [Br:8][CH2:9][c:10]1[c:11]([C:19](=[O:20])[OH:21])[cH:12][n:13][n:14]1[C:15]([CH3:16])([CH3:17])[CH3:18].[CH3:22][CH2:23][OH:24].[CH3:2][CH:3]([N+:4](=[O:5])[O-:6])[CH3:7].[Na:1]>>[O:6]=[CH:9][c:10]1[c:11]([C:19](=[O:20])[OH:21])[cH:12][n:13][n:14]1[C:15]([CH3:16])([CH3:17])[CH3:18]. Reactants: Oc1cccc(Br)c1, O=C([O-])[O-], CCCOCCCl, [I-], [K+], [K+], [Na+], CN(C)C=O, O. Yields the product CCCOCCOc1cccc(Br)c1. Reaction SMILES: [Br:1][c:2]1[cH:3][c:4]([OH:8])[cH:5][cH:6][cH:7]1.[C:9](=[O:10])([O-:11])[O-:12].[Cl:17][CH2:18][CH2:19][O:20][CH2:21][CH2:22][CH3:23].[I-:16].[K+:13].[K+:14].[Na+:15].[O:24]=[CH:25][N:26]([CH3:27])[CH3:28].[OH2:29]>>[Br:1][c:2]1[cH:3][c:4]([O:8][CH2:18][CH2:19][O:20][CH2:21][CH2:22][CH3:23])[cH:5][cH:6][cH:7]1. Starting materials: C(C)(=O)C1=CC=2CC3=CC(=CC=C3OC2C=C1)C(C)=O (2,7-diacetylxanthene), [Cr](=O)(=O)([O-])O[Cr](=O)(=O)[O-].[Na+].[Na+] (sodium dichromate), O (water). Run in C(C)(=O)O (acetic acid). Run at time 2 hour. The product is C(C)(=O)C1=CC=2C(C3=CC(=CC=C3OC2C=C1)C(C)=O)=O (2,7-DIACETYLXANTHEN-9-ONE). Reaction SMILES: [C:1]([C:4]1[CH:17]=[CH:16][C:15]2[O:14][C:13]3[C:8](=[CH:9][C:10]([C:18](=[O:20])[CH3:19])=[CH:11][CH:12]=3)[CH2:7][C:6]=2[CH:5]=1)(=[O:3])[CH3:2].[Cr](O[Cr]([O-])(=O)=O)([O-])(=O)=[O:22].[Na+].[Na+].O>C(O)(=O)C>[C:1]([C:4]1[CH:17]=[CH:16][C:15]2[O:14][C:13]3[C:8](=[CH:9][C:10]([C:18](=[O:20])[CH3:19])=[CH:11][CH:12]=3)[C:7](=[O:22])[C:6]=2[CH:5]=1)(=[O:3])[CH3:2] |f:1.2.3|. Procedure details: To a solution of 133.1 g (0.5 mole) of 2,7-diacetylxanthene in three liters of glacial acetic acid was added slowly over 11/2 hours 149.0 g (0.5 mole) of sodium dichromate. The resulting mixture was stirred for 2 hours at room temperature and then heated on a steam bath for 4 hours, then cooled, after which the reaction mixture was poured into 9 liters of water. The solid was filtered off and recrystallized from benzene to give the desired product. M.P. 226°-228°C. Reactants: C(CCC)[Sn](C=1OC2=C(C1)C=C(C=C2)F)(CCCC)CCCC (tributyl(5-fluorobenzofuran-2-yl)stannane), C(C)OCCCNC(C(CC(C)C)NC1=NC(=NC(=C1)CCCC)C=1C=NC=C(C1)Br)=O (2-[2-(5-bromopyridin-3-yl)-6-butylpyrimidin-4-ylamino]-4-methylpentanoic acid (3-ethoxypropyl)amide). The reagents and catalysts are Cl[Pd]([P](C1=CC=CC=C1)(C2=CC=CC=C2)C3=CC=CC=C3)([P](C4=CC=CC=C4)(C5=CC=CC=C5)C6=CC=CC=C6)Cl ((PPh3)2PdCl2). Run in CN(C=O)C (N,N-dimethylformamide). Product: C(C)OCCCNC(C(CC(C)C)NC1=NC(=NC(=C1)CCC)C=1C=NC=C(C1)C=1OC2=C(C1)C=C(C=C2)F)=O (2-{2-[5-(5-fluorobenzofuran-2-yl)pyridin-3-yl]-6-propylpyrimidin-4-ylamino}-4-methylpentanoic acid (3-ethoxypropyl) amide). The yield is 21.3%. Reaction SMILES: C([Sn](CCCC)(CCCC)[C:6]1[O:7][C:8]2[CH:14]=[CH:13][C:12]([F:15])=[CH:11][C:9]=2[CH:10]=1)CCC.[CH2:24]([O:26][CH2:27][CH2:28][CH2:29][NH:30][C:31](=[O:55])[CH:32]([NH:37][C:38]1[CH:43]=[C:42]([CH2:44][CH2:45][CH2:46]C)[N:41]=[C:40]([C:48]2[CH:49]=[N:50][CH:51]=[C:52](Br)[CH:53]=2)[N:39]=1)[CH2:33][CH:34]([CH3:36])[CH3:35])[CH3:25]>CN(C)C=O.Cl[Pd](Cl)([P](C1C=CC=CC=1)(C1C=CC=CC=1)C1C=CC=CC=1)[P](C1C=CC=CC=1)(C1C=CC=CC=1)C1C=CC=CC=1>[CH2:24]([O:26][CH2:27][CH2:28][CH2:29][NH:30][C:31](=[O:55])[CH:32]([NH:37][C:38]1[CH:43]=[C:42]([CH2:44][CH2:45][CH3:46])[N:41]=[C:40]([C:48]2[CH:49]=[N:50][CH:51]=[C:52]([C:6]3[O:7][C:8]4[CH:14]=[CH:13][C:12]([F:15])=[CH:11][C:9]=4[CH:10]=3)[CH:53]=2)[N:39]=1)[CH2:33][CH:34]([CH3:35])[CH3:36])[CH3:25] |^1:63,82|. Reported procedure: Under an atmosphere of argon, a solution of tributyl(5-fluorobenzofuran-2-yl)stannane (17 mg), 2-[2-(5-bromopyridin-3-yl)-6-butylpyrimidin-4-ylamino]-4-methylpentanoic acid (3-ethoxypropyl)amide (20 mg) and (PPh3)2PdCl2 (2 mg) in N,N-dimethylformamide (1 mL) was heated at 80° C. for 12 h and then quenched with water (10 mL). The mixture was extracted with ethyl acetate (3×20 mL) and the combined organic extracts were dried over sodium sulfate and concentrated. The crude product was purified by s...